From a dataset of the Open Reaction Database (ORD), a public repository of structured organic reaction records. describe an organic reaction: reactants, conditions, products, and yield Starting materials: [Cl-], Cl, [Li+], [Na+], C1COCCO1, [OH-], O, COC(=O)c1ccccc1S(=O)(=O)Cc1c(OC(Cn2ccnc2)c2ccccc2)ccc2c1CCCC2=O. Yields the product O=C(O)c1ccccc1S(=O)(=O)Cc1c(OC(Cn2ccnc2)c2ccccc2)ccc2c1CCCC2=O. Reaction SMILES: [Cl-:43].[ClH:42].[Li+:40].[Na+:44].[O:46]1[CH2:47][CH2:48][O:49][CH2:50][CH2:51]1.[OH-:41].[OH2:45].[n:1]1([CH2:6][CH:7]([c:8]2[cH:9][cH:10][cH:11][cH:12][cH:13]2)[O:14][c:15]2[c:16]([CH2:26][S:27](=[O:28])(=[O:29])[c:30]3[c:31]([C:32](=[O:33])[O:34][CH3:35])[cH:36][cH:37][cH:38][cH:39]3)[c:17]3[c:22]([cH:23][cH:24]2)[C:21](=[O:25])[CH2:20][CH2:19][CH2:18]3)[cH:2][n:3][cH:4][cH:5]1>>[n:1]1([CH2:6][CH:7]([c:8]2[cH:9][cH:10][cH:11][cH:12][cH:13]2)[O:14][c:15]2[c:16]([CH2:26][S:27](=[O:28])(=[O:29])[c:30]3[c:31]([C:32](=[O:33])[OH:34])[cH:36][cH:37][cH:38][cH:39]3)[c:17]3[c:22]([cH:23][cH:24]2)[C:21](=[O:25])[CH2:20][CH2:19][CH2:18]3)[cH:2][n:3][cH:4][cH:5]1. Reactants: Cl (hydrochloric acid), C([O-])([O-])=O.[Na+].[Na+] (sodium carbonate), ClN1C(CCC1=O)=O (N-Chlorosuccinimide), O[C@H]1C[C@@H]2CC[C@H]3[C@@H]4CC[C@H](C(C)=NCCO)[C@]4(CC([C@@H]3[C@]2(C[C@@H]1N1CC(OCC1)(C)C)C)=O)C ((2β,3α,5α)-3-hydroxy-20-[(2-hydroxyethyl)imino]-2-(2,2-dimethyl-4-morpholinyl)pregnan-11-one). Run in O1CCCC1 (tetrahydrofuran), O (water). Run at time 2 hour. Product: ClCC([C@H]1CC[C@H]2[C@@H]3CC[C@H]4C[C@@H]([C@H](C[C@]4(C)[C@H]3C(C[C@]12C)=O)N1CC(OCC1)(C)C)O)=O ((2β,3α,5α)-21-chloro-3-hydroxy-2-(2,2-dimethyl-4-morpholinyl)pregnane-11,20-dione). As a reaction SMILES: ClN1C(=[O:7])CCC1=O.[OH:9][C@@H:10]1[C@@H:32]([N:33]2[CH2:38][CH2:37][O:36][C:35]([CH3:40])([CH3:39])[CH2:34]2)[CH2:31][C@@:30]2([CH3:41])[C@@H:12]([CH2:13][CH2:14][C@@H:15]3[C@@H:29]2[C:28](=[O:42])[CH2:27][C@@:26]2([CH3:43])[C@H:16]3[CH2:17][CH2:18][C@@H:19]2[C:20](=NCCO)[CH3:21])[CH2:11]1.[ClH:44].C(=O)([O-])[O-].[Na+].[Na+]>O1CCCC1.O>[Cl:44][CH2:21][C:20](=[O:7])[C@@H:19]1[C@:26]2([CH3:43])[C@H:16]([C@H:15]3[C@H:29]([C:28](=[O:42])[CH2:27]2)[C@:30]2([CH3:41])[C@H:12]([CH2:11][C@H:10]([OH:9])[C@@H:32]([N:33]4[CH2:38][CH2:37][O:36][C:35]([CH3:39])([CH3:40])[CH2:34]4)[CH2:31]2)[CH2:13][CH2:14]3)[CH2:17][CH2:18]1 |f:3.4.5|. Procedure details: N-Chlorosuccinimide (2.16 g) was added to a solution of (2β,3α,5α)-3-hydroxy-20-[(2-hydroxyethyl)imino]-2-(2,2-dimethyl-4-morpholinyl)pregnan-11-one (8.77 g) in tetrahydrofuran (175 ml). The solution was stirred at room temperature for 2 h and hydrochloric acid (53 ml; 1M) was then added. After stirring at room temperature for 1.25 h, the reaction mixture was poured into water (1 l). The pH was adjusted to 9 with aqueous sodium carbonate and the precipitated solid was filtered off, washed with w... The reactants are COCC(=O)Cl, O=C(NC1CNC1)c1c[nH]c2c(-c3c(OCC4CC4)ccc4c3OCO4)ncnc12. The product is COCC(=O)N1CC(NC(=O)c2c[nH]c3c(-c4c(OCC5CC5)ccc5c4OCO5)ncnc23)C1. RXN SMILES: [CH3:31][O:32][CH2:33][C:34](=[O:35])[Cl:36].[NH:1]1[CH2:2][CH:3]([NH:5][C:6](=[O:7])[c:8]2[cH:9][nH:10][c:11]3[c:12]2[n:13][cH:14][n:15][c:16]3-[c:17]2[c:18]([O:26][CH2:27][CH:28]3[CH2:29][CH2:30]3)[cH:19][cH:20][c:21]3[c:25]2[O:24][CH2:23][O:22]3)[CH2:4]1>>[N:1]1([C:34]([CH2:33][O:32][CH3:31])=[O:35])[CH2:2][CH:3]([NH:5][C:6](=[O:7])[c:8]2[cH:9][nH:10][c:11]3[c:12]2[n:13][cH:14][n:15][c:16]3-[c:17]2[c:18]([O:26][CH2:27][CH:28]3[CH2:29][CH2:30]3)[cH:19][cH:20][c:21]3[c:25]2[O:24][CH2:23][O:22]3)[CH2:4]1. Reactants: C1(CC1)COC(=O)SC1C(C(N1C(C(=O)OCC1=CC=C(C=C1)[N+](=O)[O-])=C(C)OS(=O)(=O)C)=O)NC(COC1=CC=CC=C1)=O (p-nitrobenzyl α-[4-cyclopropylmethoxycarbonylthio-3-phenoxyacetamido-2-oxoazetidin-1-yl]-α-(1-methanesulfonyloxyethylidene)acetate), N1CCOCC1 (morpholine). Run in C1=CC=CC=C1 (benzene). Reaction conditions: time 8 hour. Yields the product C1(CC1)COC(=O)SC1C(C(N1C(C(=O)OCC1=CC=C(C=C1)[N+](=O)[O-])=C(C)N1CCOCC1)=O)NC(COC1=CC=CC=C1)=O (p-nitrobenzyl α-[4-cyclopropylmethoxycarbonylthio-3-phenoxyacetamido-2-oxoazetidin-1-yl]-α-(1-morpholinoethylidene)acetate). As a reaction SMILES: [CH:1]1([CH2:4][O:5][C:6]([S:8][CH:9]2[N:12]([C:13](=[C:27](OS(C)(=O)=O)[CH3:28])[C:14]([O:16][CH2:17][C:18]3[CH:23]=[CH:22][C:21]([N+:24]([O-:26])=[O:25])=[CH:20][CH:19]=3)=[O:15])[C:11](=[O:34])[CH:10]2[NH:35][C:36](=[O:45])[CH2:37][O:38][C:39]2[CH:44]=[CH:43][CH:42]=[CH:41][CH:40]=2)=[O:7])[CH2:3][CH2:2]1.[NH:46]1[CH2:51][CH2:50][O:49][CH2:48][CH2:47]1>C1C=CC=CC=1>[CH:1]1([CH2:4][O:5][C:6]([S:8][CH:9]2[N:12]([C:13](=[C:27]([N:46]3[CH2:51][CH2:50][O:49][CH2:48][CH2:47]3)[CH3:28])[C:14]([O:16][CH2:17][C:18]3[CH:23]=[CH:22][C:21]([N+:24]([O-:26])=[O:25])=[CH:20][CH:19]=3)=[O:15])[C:11](=[O:34])[CH:10]2[NH:35][C:36](=[O:45])[CH2:37][O:38][C:39]2[CH:40]=[CH:41][CH:42]=[CH:43][CH:44]=2)=[O:7])[CH2:3][CH2:2]1. Reported procedure: To a solution of p-nitrobenzyl α-[4-cyclopropylmethoxycarbonylthio-3-phenoxyacetamido-2-oxoazetidin-1-yl]-α-(1-methanesulfonyloxyethylidene)acetate (1.12 g) in benzene (11 ml) is added morpholine (0.26 ml) under ice cooling, and the mixture is kept at 10° C. overnight. The reaction mixture is washed with water, dried, and evaporated under reduced pressure. Purification of the obtained residue (1 g) by chromatography over silica gel (10 g) using a mixture of benzene and ethyl acetate (1:2) gives ...